Task: describe an organic reaction: reactants, conditions, products, and yield. Dataset: the Open Reaction Database (ORD), a public repository of structured organic reaction records Starting materials: COC1=C(C(=O)O)C=CC(=C1S(=O)C)C(F)(F)F (2-methoxy-3-methylsulfinyl-4-trifluoromethylbenzoic acid), S(=O)(Cl)Cl (thionyl chloride), S(=O)(Cl)Cl (thionyl chloride), C1(CC(CCC1)=O)=O (1,3-cyclohexanedione), N1=CC=CC=C1 (pyridine). Run in C(C)(=O)OCC (ethyl acetate), O (water), O (water), C(C)(=O)OCC (ethyl acetate). Conditions: temperature 0 celsius. Product: COC1=C(C(=O)OC2=CC(CCC2)=O)C=CC(=C1S(=O)C)C(F)(F)F (3-[2-methoxy-3-(methylsulfinyl)-4-(trifluoro-methyl)benzoyloxy]cyclohex-2-en-1-one). Isolated yield 89.2%. Reaction SMILES: [CH3:1][O:2][C:3]1[C:11]([S:12]([CH3:14])=[O:13])=[C:10]([C:15]([F:18])([F:17])[F:16])[CH:9]=[CH:8][C:4]=1[C:5]([OH:7])=[O:6].[C:19]1(=O)[CH2:24][CH2:23][CH2:22][C:21](=[O:25])[CH2:20]1.N1C=CC=CC=1.S(Cl)(Cl)=O>C(OCC)(=O)C.O>[CH3:1][O:2][C:3]1[C:11]([S:12]([CH3:14])=[O:13])=[C:10]([C:15]([F:18])([F:16])[F:17])[CH:9]=[CH:8][C:4]=1[C:5]([O:7][C:19]1[CH2:24][CH2:23][CH2:22][C:21](=[O:25])[CH:20]=1)=[O:6]. Reported procedure: 3.0 g of 2-methoxy-3-methylsulfinyl-4-trifluoromethylbenzoic acid and 1.68 g of 1,3-cyclohexanedione are suspended in 20 ml of ethyl acetate and 5.61 ml of pyridine under an inert atmosphere and cooled to −25° C. with stirring. 1.73 g of thionyl chloride are then slowly added dropwise such that the temperature always remains below −20° C. Following the complete addition of the thionyl chloride, the mixture is stirred for a further 20 minutes. 38 μl of cold water are added, and the mixture is war... The reactants are Clc1ccncn1, CC(c1ccc(B2OC(C)(C)C(C)(C)O2)cc1)N1CCC(CCCO)(c2ccc(F)cc2)OC1=O. The product is CC(c1ccc(-c2ccncn2)cc1)N1CCC(CCCO)(c2ccc(F)cc2)OC1=O. Reaction SMILES: [Cl:36][c:37]1[n:38][cH:39][n:40][cH:41][cH:42]1.[F:1][c:2]1[cH:3][cH:4][c:5]([C:8]2([CH2:32][CH2:33][CH2:34][OH:35])[CH2:9][CH2:10][N:11]([CH:15]([CH3:16])[c:17]3[cH:18][cH:19][c:20]([B:23]4[O:24][C:25]([CH3:26])([CH3:27])[C:28]([CH3:29])([CH3:30])[O:31]4)[cH:21][cH:22]3)[C:12](=[O:14])[O:13]2)[cH:6][cH:7]1>>[F:1][c:2]1[cH:3][cH:4][c:5]([C:8]2([CH2:32][CH2:33][CH2:34][OH:35])[CH2:9][CH2:10][N:11]([CH:15]([CH3:16])[c:17]3[cH:18][cH:19][c:20](-[c:37]4[n:38][cH:39][n:40][cH:41][cH:42]4)[cH:21][cH:22]3)[C:12](=[O:14])[O:13]2)[cH:6][cH:7]1. Starting materials: NC1=CC=C(C=C1)N1C(OC(C1)COC1=CC=C(C(=O)OC)C=C1)=O (methyl 4-[3-(4-aminophenyl)-2-oxooxazolidin-5-yl]methoxybenzoate), NC1=CC=C(C=C1)N1C(OC(C1)COC1=CC=C(C(=O)O)C=C1)=O (4-[3-(4-aminophenyl)-2-oxooxazolidin-5-yl]methoxy benzoic acid), NC1=CC=C(C=C1)N1C(OC(C1)COC1=CC=C(C(=O)O)C=C1)=O (4-[3-(4-aminophenyl)-2-oxooxazolidin-5-yl]methoxy benzoic acid). The product is C(C)(=O)NC1=CC=C(C=C1)N1C(OC(C1)COC1=CC=C(C(=O)O)C=C1)=O (4-[3-(4-acetamidophenyl)-2-oxooxazolidin-5-yl]methoxybenzoic acid), compound 115. The yield is 88.0%. Reaction SMILES: [NH2:1][C:2]1[CH:7]=[CH:6][C:5]([N:8]2[CH2:12][CH:11]([CH2:13][O:14][C:15]3[CH:23]=[CH:22][C:18]([C:19]([OH:21])=[O:20])=[CH:17][CH:16]=3)[O:10][C:9]2=[O:24])=[CH:4][CH:3]=1.NC1C=CC(N2[CH2:36][CH:35](COC3C=CC(C(OC)=O)=CC=3)[O:34]C2=O)=CC=1>>[C:35]([NH:1][C:2]1[CH:7]=[CH:6][C:5]([N:8]2[CH2:12][CH:11]([CH2:13][O:14][C:15]3[CH:23]=[CH:22][C:18]([C:19]([OH:21])=[O:20])=[CH:17][CH:16]=3)[O:10][C:9]2=[O:24])=[CH:4][CH:3]=1)(=[O:34])[CH3:36]. Procedure details: The same procedure of Example 10 was repeated except that 4-[3-(4-aminophenyl)-2-oxooxazolidin-5-yl]methoxy benzoic acid (compound 114) obtained Example 11 was used in lieu of methyl 4-[3-(4-aminophenyl)-2-oxooxazolidin-5-yl]methoxybenzoate to give the title compound (compound 115) in a yield of 88%. The reactants are CC(C)Oc1ccc(-c2nc(Br)ns2)cc1C#N, CCc1c(C=COC)cccc1B1OC(C)(C)C(C)(C)O1, CN(C)C=O, [K+], [K+], [K+], O, O=P([O-])([O-])[O-], c1ccc(P(c2ccccc2)(c2ccccc2)[Pd](P(c2ccccc2)(c2ccccc2)c2ccccc2)(P(c2ccccc2)(c2ccccc2)c2ccccc2)P(c2ccccc2)(c2ccccc2)c2ccccc2)cc1. Yields the product CCc1c(C=COC)cccc1-c1nsc(-c2ccc(OC(C)C)c(C#N)c2)n1. RXN SMILES: [Br:1][c:2]1[n:3][s:4][c:5](-[c:7]2[cH:8][cH:9][c:10]([O:15][CH:16]([CH3:17])[CH3:18])[c:11]([C:12]#[N:13])[cH:14]2)[n:6]1.[CH2:19]([CH3:20])[c:21]1[c:22]([B:31]2[O:32][C:33]([CH3:34])([CH3:35])[C:36]([CH3:37])([CH3:38])[O:39]2)[cH:23][cH:24][cH:25][c:26]1[CH:27]=[CH:28][O:29][CH3:30].[CH3:48][N:49]([CH3:50])[CH:51]=[O:52].[K+:45].[K+:46].[K+:47].[OH2:53].[P:40]([O-:41])([O-:42])([O-:43])=[O:44].[cH:54]1[cH:55][cH:56][c:57]([P:58]([Pd:59]([P:60]([c:61]2[cH:62][cH:63][cH:64][cH:65][cH:66]2)([c:67]2[cH:68][cH:69][cH:70][cH:71][cH:72]2)[c:73]2[cH:74][cH:75][cH:76][cH:77][cH:78]2)([P:79]([c:80]2[cH:81][cH:82][cH:83][cH:84][cH:85]2)([c:86]2[cH:87][cH:88][cH:89][cH:90][cH:91]2)[c:92]2[cH:93][cH:94][cH:95][cH:96][cH:97]2)[P:98]([c:99]2[cH:100][cH:101][cH:102][cH:103][cH:104]2)([c:105]2[cH:106][cH:107][cH:108][cH:109][cH:110]2)[c:111]2[cH:112][cH:113][cH:114][cH:115][cH:116]2)([c:117]2[cH:118][cH:119][cH:120][cH:121][cH:122]2)[c:123]2[cH:124][cH:125][cH:126][cH:127][cH:128]2)[cH:129][cH:130]1>>[c:2]1(-[c:22]2[c:21]([CH2:19][CH3:20])[c:26]([CH:27]=[CH:28][O:29][CH3:30])[cH:25][cH:24][cH:23]2)[n:3][s:4][c:5](-[c:7]2[cH:8][cH:9][c:10]([O:15][CH:16]([CH3:17])[CH3:18])[c:11]([C:12]#[N:13])[cH:14]2)[n:6]1. Starting materials: [N+](=O)(O)[O-] (nitric acid), C(C)N1C(=O)C=C(C2=CC(=CC=C12)C)O (1-ethyl-4-hydroxy-6-methyl carbostyril), 3-nitro. Solvent: C(C)(=O)O (acetic acid). Product: C(C)N1C(=O)C(=C(C2=CC(=CC=C12)C)O)[N+](=O)[O-] (1-Ethyl-4-hydroxy-6-methyl-3-nitro carbostyril). As a reaction SMILES: [N+:1]([O-:4])(O)=[O:2].[CH2:5]([N:7]1[C:17]2[C:12](=[CH:13][C:14]([CH3:18])=[CH:15][CH:16]=2)[C:11]([OH:19])=[CH:10][C:8]1=[O:9])[CH3:6]>C(O)(=O)C>[CH2:5]([N:7]1[C:17]2[C:12](=[CH:13][C:14]([CH3:18])=[CH:15][CH:16]=2)[C:11]([OH:19])=[C:10]([N+:1]([O-:4])=[O:2])[C:8]1=[O:9])[CH3:6]. Procedure: Concentrated nitric acid (2.5 ml; d, 1.42) was added to a suspension of 1-ethyl-4-hydroxy-6-methyl carbostyril. (1.82g; 0.009 mole) in glacial acetic acid (10 ml) and the mixture warmed to 100° C. The solid dissolved and the 3-nitro derivative immediately solidified as a yellow solid. After cooling the solid was filtered, washed well with water and dried in vacuo over P2O5, m.p. 192°-4° C; (Found; C, 58.16; H, 5.02; N, 11.29; C12H12N2O4 requires; C, 58.06; H, 4.87; N, 11.29%).